Dataset: the Open Reaction Database (ORD), a public repository of structured organic reaction records. Task: describe an organic reaction: reactants, conditions, products, and yield The reactants are C[Si](C)(C)Cl, CC(=O)O, CCCCCC, C#CCOC1CCCCO1, O. Yields the product C[Si](C)(C)C#CCOC1CCCCO1. As a reaction SMILES: [CH3:11][Si:12]([Cl:13])([CH3:14])[CH3:15].[CH3:16][C:17](=[O:18])[OH:19].[CH3:20][CH2:21][CH2:22][CH2:23][CH2:24][CH3:25].[O:1]1[CH:2]([O:7][CH2:8][C:9]#[CH:10])[CH2:3][CH2:4][CH2:5][CH2:6]1.[OH2:26]>>[O:1]1[CH:2]([O:7][CH2:8][C:9]#[C:10][Si:12]([CH3:11])([CH3:14])[CH3:15])[CH2:3][CH2:4][CH2:5][CH2:6]1. The reactants are CO, Cc1ccc(S(=O)(=O)n2c(-c3nc4cc(Cl)c(Cl)cc4[nH]3)cc3cc(C=C4SC(=O)NC4=O)ccc32)cc1, [Na+], [OH-]. Yields the product O=C1NC(=O)C(=Cc2ccc3[nH]c(-c4nc5cc(Cl)c(Cl)cc5[nH]4)cc3c2)S1. RXN SMILES: [CH3:41][OH:42].[Cl:1][c:2]1[cH:3][c:4]2[c:5]([n:6][c:7](-[c:9]3[n:10]([S:26]([c:27]4[cH:28][cH:29][c:30]([CH3:31])[cH:32][cH:33]4)(=[O:34])=[O:35])[c:11]4[cH:12][cH:13][c:14]([CH:18]=[C:19]5[C:20](=[O:25])[NH:21][C:22](=[O:24])[S:23]5)[cH:15][c:16]4[cH:17]3)[nH:8]2)[cH:36][c:37]1[Cl:38].[Na+:40].[OH-:39]>>[Cl:1][c:2]1[cH:3][c:4]2[c:5]([n:6][c:7](-[c:9]3[nH:10][c:11]4[cH:12][cH:13][c:14]([CH:18]=[C:19]5[C:20](=[O:25])[NH:21][C:22](=[O:24])[S:23]5)[cH:15][c:16]4[cH:17]3)[nH:8]2)[cH:36][c:37]1[Cl:38]. Starting materials: CC(C)(C)O, CC(C)(C)[O-], COC=CC(=O)OC, CCCCCC, [K+], COc1ccc(CC(=O)c2ccc(OC)cc2)cc1. The product is COC(=O)CC=C(C(=O)c1ccc(OC)cc1)c1ccc(OC)cc1. RXN SMILES: [CH3:1][C:2]([OH:3])([CH3:4])[CH3:5].[CH3:25][C:26]([CH3:27])([O-:28])[CH3:29].[CH3:31][O:32][CH:33]=[CH:34][C:35](=[O:36])[O:37][CH3:38].[CH3:39][CH2:40][CH2:41][CH2:42][CH2:43][CH3:44].[K+:30].[c:6]1([C:14](=[O:15])[CH2:16][c:17]2[cH:18][cH:19][c:20]([O:21][CH3:22])[cH:23][cH:24]2)[cH:7][cH:8][c:9]([O:10][CH3:11])[cH:12][cH:13]1>>[c:6]1([C:14](=[O:15])[C:16]([c:17]2[cH:18][cH:19][c:20]([O:21][CH3:22])[cH:23][cH:24]2)=[CH:33][CH2:34][C:35](=[O:36])[O:37][CH3:38])[cH:7][cH:8][c:9]([O:10][CH3:11])[cH:12][cH:13]1. Reaction SMILES: [CH3:1][O:2][C:3]1[CH:4]=[C:5]2[C:10](=[CH:11][C:12]=1[O:13][CH3:14])[N:9]=[CH:8][CH:7]=[C:6]2[O:15][C:16]1[CH:21]=[CH:20][C:19]([NH2:22])=[C:18]([CH3:23])[C:17]=1[CH3:24].[F:25][C:26]1[CH:31]=[CH:30][C:29]([N:32]2[C:37](=[O:38])[C:36]([C:39](O)=[O:40])=[CH:35][N:34]([CH:42]([CH3:44])[CH3:43])[C:33]2=[O:45])=[CH:28][CH:27]=1>>[CH3:1][O:2][C:3]1[CH:4]=[C:5]2[C:10](=[CH:11][C:12]=1[O:13][CH3:14])[N:9]=[CH:8][CH:7]=[C:6]2[O:15][C:16]1[CH:21]=[CH:20][C:19]([NH:22][C:39]([C:36]2[C:37](=[O:38])[N:32]([C:29]3[CH:28]=[CH:27][C:26]([F:25])=[CH:31][CH:30]=3)[C:33](=[O:45])[N:34]([CH:42]([CH3:44])[CH3:43])[CH:35]=2)=[O:40])=[C:18]([CH3:23])[C:17]=1[CH3:24]. Starting materials: COC=1C=C2C(=CC=NC2=CC1OC)OC1=C(C(=C(C=C1)N)C)C (4-(6,7-Dimethoxy-quinolin-4-yloxy)-2,3-dimethyl-phenylamine), FC1=CC=C(C=C1)N1C(N(C=C(C1=O)C(=O)O)C(C)C)=O (3-(4-fluorophenyl)-1-isopropyl-2,4-dioxo-1,2,3,4-tetrahydropyrimidine-5-carboxylic acid). Reported procedure: This compound was synthesized using 4-(6,7-Dimethoxy-quinolin-4-yloxy)-2,3-dimethyl-phenylamine and 3-(4-fluorophenyl)-1-isopropyl-2,4-dioxo-1,2,3,4-tetrahydropyrimidine-5-carboxylic acid using the procedure for example 1. mp=238-240° C.; LCMS m/z=599 (M+1); 1H NMR (DMSO-d6) δ: 10.82 (s, 1H), 8.68 (s, 1H), 8.43 (d, 1H, J=5.5 Hz), 8.06 (d, 1H, J=9 Hz), 7.56 (s, 1H), 7.47-7.42 (m, 2H), 7.39-7.34 (m, 2H), 7.09 (d, 1H, J=9 Hz), 6.27 (d, 1H, J=5.5 Hz), 4.78 (p, 1H, J=8 Hz), 3.95 (s, 6H), 2.21 (s, 3H)... Yields the product COC=1C=C2C(=CC=NC2=CC1OC)OC1=C(C(=C(C=C1)NC(=O)C=1C(N(C(N(C1)C(C)C)=O)C1=CC=C(C=C1)F)=O)C)C (3-(4-Fluoro-phenyl)-1-isopropyl-2,4-dioxo-1,2,3,4-tetrahydro-pyrimidine-5-carboxylic acid [4-(6,7-dimethoxy-quinolin-4-yloxy)-2,3-dimethyl-phenyl]-amide). The reactants are NC(C)=CC(CCC)=O (2-amino-2-hepten-4-one), C(C#C)(=O)OC (methyl 2-propynoate). Run in CN(C=O)C (dimethylformamide). The product is C(CCC)(=O)C=1C=CC(NC1C)=O (5-(n-butanoyl)-6-methyl-2(1H)-pyridinone). Reaction SMILES: [NH2:1][C:2](=[CH:4][C:5](=[O:9])[CH2:6][CH2:7][CH3:8])[CH3:3].[C:10](OC)(=[O:13])[C:11]#[CH:12]>CN(C)C=O>[C:5]([C:4]1[CH:12]=[CH:11][C:10](=[O:13])[NH:1][C:2]=1[CH3:3])(=[O:9])[CH2:6][CH2:7][CH3:8]. Reported procedure: C-7. 5-(n-Butanoyl)-6-methyl-2(1H)-pyridinone--A mixture containing 22.2 g of 3-methyl-5-n-propylisoxazole [Kashima et al., Bull. Chem. Soc. Japan 46, 310-313 (1973)], 500 mg of platinum dioxide and 200 ml of ethanol was hydrogenated under catalytic hydrogenation conditions for ninety minutes, the catalyst was filtered off and the filtrate was concentrated on a rotary evaporator to yield 18.5 g of colorless residue which solidified on cooling. The residue containing 2-amino-2-hepten-4-one was di... Reactants: COC([C@H]1N(C[C@@H](C1)O)C(=O)OC(C)(C)C)=O ((2S,4R)-BOC-4-hydroxyproline methyl ester), N,N′-carbonyldiimidazole, CN(C)C=O (DMF), Cl.BrC1=C2CNCC2=CC=C1 (4-Bromoisoindoline hydrochloride), CCN(C(C)C)C(C)C (DIPEA). Reaction conditions: time 3 hour. The product is BrC1=C2CN(CC2=CC=C1)C(=O)O[C@@H]1C[C@H](N(C1)C(=O)OC(C)(C)C)C(=O)OC (1-t-Butyl 2-methyl (2S,4R)-4-{[(4-bromo-1,3-dihydro-2H-isoindol-2-yl)carbonyl]oxy}pyrrolidine-1,2-dicarboxylate). As a reaction SMILES: [CH3:1][O:2][C:3](=[O:17])[C@@H:4]1[CH2:8][C@@H:7]([OH:9])[CH2:6][N:5]1[C:10]([O:12][C:13]([CH3:16])([CH3:15])[CH3:14])=[O:11].Cl.[Br:19][C:20]1[CH:28]=[CH:27][CH:26]=[C:25]2[C:21]=1[CH2:22][NH:23][CH2:24]2.CCN(C(C)C)C(C)C.CN([CH:41]=[O:42])C>>[Br:19][C:20]1[CH:28]=[CH:27][CH:26]=[C:25]2[C:21]=1[CH2:22][N:23]([C:41]([O:9][C@H:7]1[CH2:6][N:5]([C:10]([O:12][C:13]([CH3:14])([CH3:16])[CH3:15])=[O:11])[C@H:4]([C:3]([O:2][CH3:1])=[O:17])[CH2:8]1)=[O:42])[CH2:24]2 |f:1.2|. Procedure details: To a solution of (2S,4R)-BOC-4-hydroxyproline methyl ester (126.3 g, 515 mmol) in DMF (960 mL) at 0° C. was added N,N′-carbonyldiimidazole (83.51 g, 515 mmol). The reaction mixture was stirred at RT for 3 hours. 4-Bromoisoindoline hydrochloride (120 g, 515 mmol) and DIPEA (96.3 mL, 540 mmol) were added, and the reaction mixture heated to 50° C. for 6 hours. The reaction mixture was then allowed to cool to RT and stirred overnight. The reaction mixture was partitioned between EtOAc (3 L) and 10% ... Starting materials: CC(C)c1ccc(NC(=O)C2(NC(=O)OC(C)(C)C)CCN(C(=O)OCc3ccccc3)CC2)cc1, CO. Yields the product CC(C)c1ccc(NC(=O)C2(NC(=O)OC(C)(C)C)CCNCC2)cc1. RXN SMILES: [CH2:1]([O:2][C:3](=[O:4])[N:11]1[CH2:12][CH2:13][C:14]([C:17]([NH:18][c:19]2[cH:20][cH:21][c:22]([CH:25]([CH3:26])[CH3:27])[cH:23][cH:24]2)=[O:28])([NH:29][C:30](=[O:31])[O:32][C:33]([CH3:34])([CH3:35])[CH3:36])[CH2:15][CH2:16]1)[c:5]1[cH:6][cH:7][cH:8][cH:9][cH:10]1.[CH3:37][OH:38]>>[NH:11]1[CH2:12][CH2:13][C:14]([C:17]([NH:18][c:19]2[cH:20][cH:21][c:22]([CH:25]([CH3:26])[CH3:27])[cH:23][cH:24]2)=[O:28])([NH:29][C:30](=[O:31])[O:32][C:33]([CH3:34])([CH3:35])[CH3:36])[CH2:15][CH2:16]1. Reactants: C(CCC)OC(=O)C=1N=C(C2=CC(=CC=C2C1O)SC1CCCCC1)O (7-cyclohexylsulfanyl-1,4-dihydroxy-isoquinoline-3-carboxylic acid butyl ester), P(=O)(Br)(Br)Br (POBr3). Solvent: C1(=CC=CC=C1)C (toluene). Run at temperature 0 celsius, time 15 minute. Yields the product C(CCC)OC(=O)C=1N=C(C2=CC(=CC=C2C1O)SC1CCCCC1)Br (1-Bromo-7-cyclohexylsulfanyl-4-hydroxy-isoquinoline-3-carboxylic acid butyl ester). The yield is 74.0%. As a reaction SMILES: [CH2:1]([O:5][C:6]([C:8]1[N:9]=[C:10](O)[C:11]2[C:16]([C:17]=1[OH:18])=[CH:15][CH:14]=[C:13]([S:19][CH:20]1[CH2:25][CH2:24][CH2:23][CH2:22][CH2:21]1)[CH:12]=2)=[O:7])[CH2:2][CH2:3][CH3:4].P(Br)(Br)([Br:29])=O>C1(C)C=CC=CC=1>[CH2:1]([O:5][C:6]([C:8]1[N:9]=[C:10]([Br:29])[C:11]2[C:16]([C:17]=1[OH:18])=[CH:15][CH:14]=[C:13]([S:19][CH:20]1[CH2:25][CH2:24][CH2:23][CH2:22][CH2:21]1)[CH:12]=2)=[O:7])[CH2:2][CH2:3][CH3:4]. Procedure details: To a mixture of 7-cyclohexylsulfanyl-1,4-dihydroxy-isoquinoline-3-carboxylic acid butyl ester (2.95 g, 7.87 mmol) in toluene (40 mL) was added POBr3 (3.38 g, 11.8 mmol) was refluxed for 3 h. Reaction mixture was cooled to 0° C. and quenched with saturated NaHCO3 aqueous solution (100 mL). It was stirred for 15 min., and then was extracted with EtOAc. Organic layer was washed with brine, dried over MgSO4, filtered and concentrated to provide the title compound 2.55 g (5.82 mmol), which was used d...